This data is from the Open Reaction Database (ORD), a public repository of structured organic reaction records. The task is: describe an organic reaction: reactants, conditions, products, and yield The reactants are C, Cc1cc(C(=O)Nc2cccc(Oc3ccc([N+](=O)[O-])cn3)c2)n(C)n1, CO, [Pd]. Product: Cc1cc(C(=O)Nc2cccc(Oc3ccc(N)cn3)c2)n(C)n1. RXN SMILES: [C:29].[CH3:1][n:2]1[n:3][c:4]([CH3:26])[cH:5][c:6]1[C:7](=[O:8])[NH:9][c:10]1[cH:11][c:12]([O:16][c:17]2[n:18][cH:19][c:20]([N+:23]([O-:24])=[O:25])[cH:21][cH:22]2)[cH:13][cH:14][cH:15]1.[CH3:27][OH:28].[Pd:30]>>[CH3:1][n:2]1[n:3][c:4]([CH3:26])[cH:5][c:6]1[C:7](=[O:8])[NH:9][c:10]1[cH:11][c:12]([O:16][c:17]2[n:18][cH:19][c:20]([NH2:23])[cH:21][cH:22]2)[cH:13][cH:14][cH:15]1. Reactants: CC(C)([O-])C.[K+] (potassium t-butoxide), C(CC)N1CCC[C@@H]2CC(CC[C@@H]12)=O ((8aR-trans)-(-)-octahydro-1-(n-propyl)-6-(2H)-quinolinone), C1(=CC=C(C=C1)S(=O)(=O)Cl)C (p-toluenesulfonyl chloride), C(=O)OCC (ethyl formate). The solvent is O1CCCC1 (tetrahydrofuran), O1CCCC1 (tetrahydrofuran), O1CCCC1 (tetrahydrofuran), O1CCCC1 (tetrahydrofuran), C(C)(=O)O (acetic acid). Reaction conditions: temperature -15 celsius, time 60 hour. Product: CC1=CC=C(C=C1)S(=O)(=O)OC=C1C(C[C@H]2CCCN([C@@H]2C1)CCC)=O (trans-(-)Octahydro-7-[[[(4-methylphenyl)sulfonyl]oxy]methylene]-1-(n-propyl)-6(2H)-quinolinone). RXN SMILES: C[C:2](C)([O-:4])C.[K+].[CH2:7]([N:10]1[C@H:19]2[C@@H:14]([CH2:15][C:16](=[O:20])[CH2:17][CH2:18]2)[CH2:13][CH2:12][CH2:11]1)[CH2:8][CH3:9].C(OCC)=O.[C:26]1([CH3:36])[CH:31]=[CH:30][C:29]([S:32](Cl)(=[O:34])=[O:33])=[CH:28][CH:27]=1>O1CCCC1.C(O)(=O)C>[CH3:36][C:26]1[CH:31]=[CH:30][C:29]([S:32]([O:4][CH:2]=[C:17]2[CH2:18][C@@H:19]3[C@H:14]([CH2:13][CH2:12][CH2:11][N:10]3[CH2:7][CH2:8][CH3:9])[CH2:15][C:16]2=[O:20])(=[O:34])=[O:33])=[CH:28][CH:27]=1 |f:0.1|. Procedure: A 1 l. 3-neck round bottom flask was purged with nitrogen and charged with 35.0 g (0.312 mol) of potassium t-butoxide. Next, 348 ml of dry tetrahydrofuran was added to the flask and the resulting mixture was cooled to about -15° C. with stirring. To this mixture was added a solution of 30.3 g (0.155 mol) of (8aR-trans)-(-)-octahydro-1-(n-propyl)-6-(2H)-quinolinone in 30 ml of tetrahydrofuran over a period of about 9 minutes while maintaining the temperature of the reaction mixture between about ... Reactants: BrBr (bromine), ice water, CC=1C(=C(C=C(C1)C)C(=O)C1CCCCC1)OC (cyclohexyl 3,5-dimethyl-2methoxyphenyl ketone), Br (hydrobromic acid). Solvent: C(C)(=O)O (acetic acid), C(C)(=O)O (acetic acid). Product: CC=1C(=C(C=C(C1)C)C(=O)C1(CCCCC1)Br)OC (1-bromocyclohexyl 3,5-dimethyl-2-methoxyphenyl ketone). RXN SMILES: [CH3:1][C:2]1[C:3]([O:17][CH3:18])=[C:4]([C:9]([CH:11]2[CH2:16][CH2:15][CH2:14][CH2:13][CH2:12]2)=[O:10])[CH:5]=[C:6]([CH3:8])[CH:7]=1.[BrH:19].BrBr>C(O)(=O)C>[CH3:1][C:2]1[C:3]([O:17][CH3:18])=[C:4]([C:9]([C:11]2([Br:19])[CH2:16][CH2:15][CH2:14][CH2:13][CH2:12]2)=[O:10])[CH:5]=[C:6]([CH3:8])[CH:7]=1. Procedure: 285.2 Grams of cyclohexyl 3,5-dimethyl-2methoxyphenyl ketone was dissolved in 800 ml of acetic acid. To the solution was added 8 ml of 47% hydrobromic acid and then a solution prepared by dissolving 212 g of bromine in 100 ml of acetic acid was added thereto dropwise with ice-cooling and stirring. After stirring at room temperature for 2 hours, the reaction mixture was poured into ice water, followed by extraction with 2 liters of ethyl acetate. The extract was washed with water and then with a ... Reported procedure: A mixture of piperazine-1-carboxylic acid tert-butyl ester (167 mg, 0.90 mmol) and pthalic anhydride (160 mg, 1.08 mmol) in toluene (20 mL) were heated to reflux for 2 hours. The reaction mixture was concentrated under reduced pressure to afford 4-(2-carboxy-benzoyl)-piperazine-1-carboxylic acid tert-butyl ester. The reactants are C(C)(C)(C)OC(=O)N1CCNCC1 (piperazine-1-carboxylic acid tert-butyl ester), C1(C=2C(C(=O)O1)=CC=CC2)=O (pthalic anhydride). RXN SMILES: [C:1]([O:5][C:6]([N:8]1[CH2:13][CH2:12][NH:11][CH2:10][CH2:9]1)=[O:7])([CH3:4])([CH3:3])[CH3:2].[C:14]1(=[O:24])[O:19][C:17](=[O:18])[C:16]2=[CH:20][CH:21]=[CH:22][CH:23]=[C:15]12>C1(C)C=CC=CC=1>[C:1]([O:5][C:6]([N:8]1[CH2:13][CH2:12][N:11]([C:14](=[O:24])[C:15]2[CH:23]=[CH:22][CH:21]=[CH:20][C:16]=2[C:17]([OH:19])=[O:18])[CH2:10][CH2:9]1)=[O:7])([CH3:4])([CH3:2])[CH3:3]. Solvent: C1(=CC=CC=C1)C (toluene). Product: C(C)(C)(C)OC(=O)N1CCN(CC1)C(C1=C(C=CC=C1)C(=O)O)=O (4-(2-carboxy-benzoyl)-piperazine-1-carboxylic acid tert-butyl ester).